Dataset: the Open Reaction Database (ORD), a public repository of structured organic reaction records. Task: describe an organic reaction: reactants, conditions, products, and yield The reactants are COCBr (Methoxymethyl bromide), [H-].[Na+] (sodium hydride), C(C1=CC=CC=C1)(C1=CC=CC=C1)(C1=CC=CC=C1)SC1CC(N1)=O (4-tritylthio-2-azetidinone). Reagents/catalysts: CO (Methanol). The solvent is C1CCOC1 (THF), CCOCC (ether), C1CCOC1 (THF). Yields the product COCN1C(CC1SC(C1=CC=CC=C1)(C1=CC=CC=C1)C1=CC=CC=C1)=O (1-Methoxymethyl-4-tritylthio-2-azetidinone). The yield is 110.4%. Reaction SMILES: [C:1]([S:20][CH:21]1[NH:24][C:23](=[O:25])[CH2:22]1)([C:14]1[CH:19]=[CH:18][CH:17]=[CH:16][CH:15]=1)([C:8]1[CH:13]=[CH:12][CH:11]=[CH:10][CH:9]=1)[C:2]1[CH:7]=[CH:6][CH:5]=[CH:4][CH:3]=1.[H-].[Na+].[CH3:28][O:29][CH2:30]Br>C1COCC1.CO.CCOCC>[CH3:28][O:29][CH2:30][N:24]1[CH:21]([S:20][C:1]([C:8]2[CH:13]=[CH:12][CH:11]=[CH:10][CH:9]=2)([C:14]2[CH:15]=[CH:16][CH:17]=[CH:18][CH:19]=2)[C:2]2[CH:7]=[CH:6][CH:5]=[CH:4][CH:3]=2)[CH2:22][C:23]1=[O:25] |f:1.2|. Reported procedure: A solution of 4-tritylthio-2-azetidinone (1.38 g, 4.0 mmoles) in THF (10 ml) was added to a well stirred suspension of sodium hydride (200 mg of commercial 50%, 4.1 mmoles, washed with pentane) in THF (10 ml) maintained at -15°. Methanol (12 drops) was added and the mixture was stirred at -15° for 0.5 h. Methoxymethyl bromide (0.58 g, 4.6 mmoles) was added and the mixture was stirred for 2 h, diluted with ether, washed with water and brine, dried and concentrated to leave an oil (1.72 g). Crysta... Procedure: A mixture of 20 g 4(1-propenoxy)-1-butanol (0.15 moles), 24.2 g allyl bromide (0.2 moles), 1.26 g tetra-n-butylammonium bromide (3.9 mmoles); 8 g sodium hydroxide (0.2 moles); and 60 mL toluene were stirred at 60° C. for ten hours. After cooling, the reaction mixture was filtered to remove inorganic salts and the filtrate was poured into distilled water. The organic layer was separated and the aqueous layer was washed again with fresh toluene. The toluene layers were combined and the solvent rem... As a reaction SMILES: [CH:1]([O:4][CH2:5][CH2:6][CH2:7][CH2:8][OH:9])=[CH:2][CH3:3].[CH2:10](Br)[CH:11]=[CH2:12].[OH-].[Na+]>[Br-].C([N+](CCCC)(CCCC)CCCC)CCC.C1(C)C=CC=CC=1>[CH2:1]([O:4][CH2:5][CH2:6][CH2:7][CH2:8][O:9][CH:10]=[CH:11][CH3:12])[CH:2]=[CH2:3] |f:2.3,4.5|. Yields the product C(C=C)OCCCCOC=CC (1-allyloxy-4(1-propenoxy)butane), α-allyloxy-ω-(1-propenoxy)alkane. The yield is 75.0%. The reagents and catalysts are [Br-].C(CCC)[N+](CCCC)(CCCC)CCCC (tetra-n-butylammonium bromide). Solvent: C1(=CC=CC=C1)C (toluene). The reactants are C(=CC)OCCCCO (4(1-propenoxy)-1-butanol), C(C=C)Br (allyl bromide), [OH-].[Na+] (sodium hydroxide).